From a dataset of the Open Reaction Database (ORD), a public repository of structured organic reaction records. describe an organic reaction: reactants, conditions, products, and yield Product: COC1=CC=C(C2=CC=CC=C12)C1=CC=C(C2=CC=CC=C12)OC (4,4'-dimethoxy-1,1'-binaphthyl). Reaction SMILES: [CH3:1][O:2][C:3]1[C:12]2[C:7](=[CH:8][CH:9]=[CH:10][CH:11]=2)[CH:6]=[CH:5][CH:4]=1.B(F)(F)F.C[CH2:18][O:19][CH2:20][CH3:21]>C(#N)C>[CH3:1][O:2][C:3]1[C:12]2[C:7](=[CH:8][CH:9]=[CH:10][CH:11]=2)[C:6]([C:3]2[C:4]3[C:21](=[CH:8][CH:7]=[CH:6][CH:5]=3)[C:20]([O:19][CH3:18])=[CH:11][CH:12]=2)=[CH:5][CH:4]=1 |f:1.2|. Solvent: C(C)#N (acetonitrile). Procedure: In synthetic route `A3`, 1-methoxynaphthalene and a solution of tris(trifluoroacetato)thallium[III] in acetonitrile are charged to a reaction vessel. Boron trifluoride etherate is added and the reaction mixture stirred at room temperature for between approximately 1-2 h to provide the intermediate 4,4'-dimethoxy-1,1'-binaphthyl. The 4,4'-dimethoxy-1,1'-binaphthyl intermediate is subsequently demethylated using boron tribromide (BBr3) which is added slowly to a dichloromethane solution of the int... Run at time 1.5 hour. Starting materials: B(F)(F)F.CCOCC (Boron trifluoride etherate), A3, COC1=CC=CC2=CC=CC=C12 (1-methoxynaphthalene), tris(trifluoroacetato)thallium[III]. The product is Cl.C1=C(C=CC=2C3=CC=CC=C3NC12)OCCNCC(O)C=1C=CC(=C(C1)NS(=O)(=O)N(C)C)O ((±)-N′-[5-[2-[2-(9H-carbazol-2-yloxy)ethylamino]-1-hydroxyethyl]-2-hydroxyphenyl]-N,N-dimethylsulfamide hydrochloride). Procedure: According to the procedures as given in Example 2, the compound of Example 24 (in a solution of 40 mg of the compound in 5.1 ml of methanol) was subjected to a hydrogenolysis using 10% palladium/carbon black (24 mg), whereby the above-identified compound (38.3 mg) was obtained. Rf=0.38 (methanol/ethyl acetate of 1/3). Run in CO (methanol). Reagents/catalysts: [Pd] (palladium/carbon). RXN SMILES: [ClH:1].[CH:2]1[C:14]2[NH:13][C:12]3[C:7](=[CH:8][CH:9]=[CH:10][CH:11]=3)[C:6]=2[CH:5]=[CH:4][C:3]=1[O:15][CH2:16][CH2:17][NH:18][CH2:19][CH:20]([C:22]1[CH:23]=[CH:24][C:25]([O:35]CC2C=CC=CC=2)=[C:26]([NH:28][S:29]([N:32]([CH3:34])[CH3:33])(=[O:31])=[O:30])[CH:27]=1)[OH:21].CO.C(OCC)(=O)C>CO.[Pd]>[ClH:1].[CH:2]1[C:14]2[NH:13][C:12]3[C:7](=[CH:8][CH:9]=[CH:10][CH:11]=3)[C:6]=2[CH:5]=[CH:4][C:3]=1[O:15][CH2:16][CH2:17][NH:18][CH2:19][CH:20]([C:22]1[CH:23]=[CH:24][C:25]([OH:35])=[C:26]([NH:28][S:29]([N:32]([CH3:33])[CH3:34])(=[O:30])=[O:31])[CH:27]=1)[OH:21] |f:0.1,2.3,6.7|. The reactants are Cl.C1=C(C=CC=2C3=CC=CC=C3NC12)OCCNCC(O)C=1C=CC(=C(C1)NS(=O)(=O)N(C)C)OCC1=CC=CC=C1 ((±)-N′-[5-[2-[2-(9H-carbazol-2-yloxy)ethylamino]-1-hydroxyethyl]-2-(benzyloxy)phenyl]-N,N-dimethylsulfamide hydrochloride), CO.C(C)(=O)OCC (methanol ethyl acetate), compound, compound.